From a dataset of the Open Reaction Database (ORD), a public repository of structured organic reaction records. describe an organic reaction: reactants, conditions, products, and yield Reactants: NC1=CC=C(C=C1)SC1=NC2=CC=C(C=C2C=C1)OC (2-(4-aminophenylthio)-6-methoxyquinoline), ClC1=C(C=C(C=C1)N=C=S)C(F)(F)F (4-chloro-3-trifluoromethylphenylisothiocyanate). The product is COC=1C=C2C=CC(=NC2=CC1)SC1=CC=C(C=C1)NC(=S)NC1=CC(=C(C=C1)Cl)C(F)(F)F (1-[4-(6-Methoxy-2-quinolylthio)phenyl]-3-(4-chloro-3-trifluoromethylphenyl)thiourea). Isolated yield 71.8%. Reaction SMILES: [NH2:1][C:2]1[CH:7]=[CH:6][C:5]([S:8][C:9]2[CH:18]=[CH:17][C:16]3[C:11](=[CH:12][CH:13]=[C:14]([O:19][CH3:20])[CH:15]=3)[N:10]=2)=[CH:4][CH:3]=1.[Cl:21][C:22]1[CH:27]=[CH:26][C:25]([N:28]=[C:29]=[S:30])=[CH:24][C:23]=1[C:31]([F:34])([F:33])[F:32]>>[CH3:20][O:19][C:14]1[CH:15]=[C:16]2[C:11](=[CH:12][CH:13]=1)[N:10]=[C:9]([S:8][C:5]1[CH:4]=[CH:3][C:2]([NH:1][C:29]([NH:28][C:25]3[CH:26]=[CH:27][C:22]([Cl:21])=[C:23]([C:31]([F:34])([F:32])[F:33])[CH:24]=3)=[S:30])=[CH:7][CH:6]=1)[CH:18]=[CH:17]2. Reported procedure: 2-(4-aminophenylthio)-6-methoxyquinoline (15.0 moles, 4.2 g) and 4-chloro-3-trifluoromethylphenylisothiocyanate (15.0 mmoles, 3.6 g) were reacted according to procedure C to yield 5.6 g, 72% of the title compound. Mass Spec (FD) 519. Calculated for C24H17ClF3N3OS2 : C, 55.44; H, 3.30; N, 8.08. Found: C, 55.62; H, 3.43; N, 8.27. The reactants are C1OC=2C=C(CCN)C=CC2OC1 (3,4-ethylenedioxyphenethylamine), ClC=1C2=C(N=C(N1)C=1C=NC=CC1)SC(=C2C)C (4-chloro-2-(pyridin-3-yl)-5,6-dimethyl-thieno-[2,3-d]-pyrimidine). Yields the product N1=CC(=CC=C1)C=1N=C(C2=C(N1)SC(=C2C)C)NCCC2=CC1=C(C=C2)OCCO1 (2-(pyridin-3-yl)-4-(3,4-ethylenedioxyphenethylamino)-5,6-dimethyl-thieno-[2,3-d]-pyrimidine). RXN SMILES: [CH2:1]1[CH2:13][O:12][C:11]2[CH:10]=[CH:9][C:5]([CH2:6][CH2:7][NH2:8])=[CH:4][C:3]=2[O:2]1.Cl[C:15]1[C:16]2[C:29]([CH3:30])=[C:28]([CH3:31])[S:27][C:17]=2[N:18]=[C:19]([C:21]2[CH:22]=[N:23][CH:24]=[CH:25][CH:26]=2)[N:20]=1>>[N:23]1[CH:24]=[CH:25][CH:26]=[C:21]([C:19]2[N:20]=[C:15]([NH:8][CH2:7][CH2:6][C:5]3[CH:9]=[CH:10][C:11]4[O:12][CH2:13][CH2:1][O:2][C:3]=4[CH:4]=3)[C:16]3[C:29]([CH3:30])=[C:28]([CH3:31])[S:27][C:17]=3[N:18]=2)[CH:22]=1. Procedure: With the procedure of Example 1, the reaction of 3,4-ethylenedioxyphenethylamine with 4-chloro-2-(pyridin-3-yl)-5,6-dimethyl-thieno-[2,3-d]-pyrimidine yields 2-(pyridin-3-yl)-4-(3,4-ethylenedioxyphenethylamino)-5,6-dimethyl-thieno-[2,3-d]-pyrimidine.